From a dataset of the Open Reaction Database (ORD), a public repository of structured organic reaction records. describe an organic reaction: reactants, conditions, products, and yield The reactants are FC(C(=O)O)(F)F (Trifluoroacetic acid), C1(CCC1)OC1=NC(=C2N=C(N(C2=N1)C1OCCCC1)OC)N (2-(cyclobutyloxy)-8-(methyloxy)-9-(tetrahydro-2H-pyran-2-yl)-9H-purin-6-amine). Run in CO (methanol). Reaction conditions: temperature 20 celsius, time 21 hour. The product is FC(C(=O)O)(F)F.C1(CCC1)OC=1NC(=C2N=C(N=C2N1)OC)N (2-(Cyclobutyloxy)-8-(methyloxy)-1H-purin-6-amine trifluoroacetate). The yield is 78.6%. RXN SMILES: [F:1][C:2]([F:7])([F:6])[C:3]([OH:5])=[O:4].[CH:8]1([O:12][C:13]2[N:21]=[C:20]3[C:16]([N:17]=[C:18]([O:28][CH3:29])[N:19]3C3CCCCO3)=[C:15]([NH2:30])[N:14]=2)[CH2:11][CH2:10][CH2:9]1>CO>[F:1][C:2]([F:7])([F:6])[C:3]([OH:5])=[O:4].[CH:8]1([O:12][C:13]2[NH:14][C:15]([NH2:30])=[C:16]3[C:20]([N:21]=2)=[N:19][C:18]([O:28][CH3:29])=[N:17]3)[CH2:9][CH2:10][CH2:11]1 |f:3.4|. Procedure details: Trifluoroacetic acid (3 ml, 38.9 mmol) was added to a solution of 2-(cyclobutyloxy)-8-(methyloxy)-9-(tetrahydro-2H-pyran-2-yl)-9H-purin-6-amine (1.27 g, 3.98 mmol) in methanol (50 ml) and the mixture stirred at 20° C. under an atmosphere of nitrogen for 21 hours. The solvent was removed in vacuo, and the residual solid was triturated with 1,1-dimethylethyl methyl ether and then collected by filtration and dried in vacuo to give the title compound as a cream solid (1.0922 g). As a reaction SMILES: [Br:1][c:2]1[cH:3][cH:4][c:5]([CH:8]([CH3:9])[N:10]2[C:11](=[O:27])[O:12][C:13]([c:16]3[cH:17][cH:18][cH:19][cH:20][cH:21]3)([CH2:22][C:23]([CH3:24])([CH3:25])[OH:26])[CH2:14][CH2:15]2)[cH:6][cH:7]1.[Br:28][c:29]1[n:30][cH:31][c:32]([F:35])[cH:33][cH:34]1>>[c:2]1(-[c:29]2[n:30][cH:31][c:32]([F:35])[cH:33][cH:34]2)[cH:3][cH:4][c:5]([CH:8]([CH3:9])[N:10]2[C:11](=[O:27])[O:12][C:13]([c:16]3[cH:17][cH:18][cH:19][cH:20][cH:21]3)([CH2:22][C:23]([CH3:24])([CH3:25])[OH:26])[CH2:14][CH2:15]2)[cH:6][cH:7]1. Starting materials: CC(c1ccc(Br)cc1)N1CCC(CC(C)(C)O)(c2ccccc2)OC1=O, Fc1ccc(Br)nc1. The product is CC(c1ccc(-c2ccc(F)cn2)cc1)N1CCC(CC(C)(C)O)(c2ccccc2)OC1=O. Starting materials: [BH3-]C#N, CO, Cl, [Na+], CC(C(=O)O)c1ccc(CC2SCCC2=O)cc1. Yields the product CC(C(=O)O)c1ccc(CC2SCCC2O)cc1. RXN SMILES: [C:20]([BH3-:21])#[N:22].[CH3:24][OH:25].[ClH:19].[Na+:23].[O:1]=[C:2]1[CH:3]([CH2:7][c:8]2[cH:9][cH:10][c:11]([CH:14]([C:15](=[O:16])[OH:17])[CH3:18])[cH:12][cH:13]2)[S:4][CH2:5][CH2:6]1>>[OH:1][CH:2]1[CH:3]([CH2:7][c:8]2[cH:9][cH:10][c:11]([CH:14]([C:15](=[O:16])[OH:17])[CH3:18])[cH:12][cH:13]2)[S:4][CH2:5][CH2:6]1. Reactants: hydrazone, [OH-].[Na+] (sodium hydroxide), [O-2].[Al+3].[O-2].[O-2].[Al+3] (aluminum oxide), N1C(=O)C(=O)C2=CC=CC=C12 (isatin), N1C(=O)C(=O)C2=CC=CC=C12 (isatin), C1(=CC=C(C=C1)S(=O)(=O)NN)C (p-toluenesulfonylhydrazine). Yields the product [N+](=[N-])=C1C(NC2=CC=CC=C12)=O (3-diazoindol-2(3H)-one). RXN SMILES: [NH:1]1[C:11]2[C:6](=[CH:7][CH:8]=[CH:9][CH:10]=2)[C:4](=O)[C:2]1=[O:3].C1(C)C=CC(S([NH:21][NH2:22])(=O)=O)=CC=1.[OH-].[Na+].[O-2].[Al+3].[O-2].[O-2].[Al+3]>>[N+:21](=[C:4]1[C:6]2[C:11](=[CH:10][CH:9]=[CH:8][CH:7]=2)[NH:1][C:2]1=[O:3])=[N-:22] |f:2.3,4.5.6.7.8|. Procedure details: Once the desired isatin has been obtained, the corresponding 3-diazoindol-2(3H)-one is prepared in accordance with known procedures. See, for example, J. M. Michowski, Tetrahedron Letters, 1773 (1967) and M. P. Cava, et al., J. Am. Chem. Soc., 80, 2257 (1958). The appropriate isatin compound is treated with p-toluenesulfonylhydrazine. The resulting hydrazone then is treated with a base such as aqueous sodium hydroxide or aluminum oxide to give the desired 3-diazoindol-2(3H)-one. Reaction conditions: temperature 100 celsius, time 8 hour. Isolated yield 81.2%. Reaction SMILES: [C:1]([NH:5][C:6]([C:8]1[C:16]2[C:11](=[N:12][CH:13]=[C:14]([C:17]3[C:25]4[C:20](=[CH:21][CH:22]=[C:23]([O:26][CH:27]([F:29])[F:28])[CH:24]=4)[NH:19][N:18]=3)[N:15]=2)[N:10]([CH2:30][O:31][CH2:32][CH2:33][Si:34]([CH3:37])([CH3:36])[CH3:35])[CH:9]=1)=[O:7])([CH3:4])([CH3:3])[CH3:2].Br[CH:39]1[CH2:44][CH2:43][N:42]([C:45]([O:47][C:48]([CH3:51])([CH3:50])[CH3:49])=[O:46])[CH2:41][CH2:40]1.C(=O)([O-])[O-].[Cs+].[Cs+]>CN(C=O)C>[C:48]([O:47][C:45]([N:42]1[CH2:43][CH2:44][CH:39]([N:19]2[C:20]3[C:25](=[CH:24][C:23]([O:26][CH:27]([F:28])[F:29])=[CH:22][CH:21]=3)[C:17]([C:14]3[N:15]=[C:16]4[C:8]([C:6](=[O:7])[NH:5][C:1]([CH3:4])([CH3:3])[CH3:2])=[CH:9][N:10]([CH2:30][O:31][CH2:32][CH2:33][Si:34]([CH3:37])([CH3:36])[CH3:35])[C:11]4=[N:12][CH:13]=3)=[N:18]2)[CH2:40][CH2:41]1)=[O:46])([CH3:51])([CH3:49])[CH3:50] |f:2.3.4|. Reactants: C(C)(C)(C)NC(=O)C1=CN(C2=NC=C(N=C21)C2=NNC1=CC=C(C=C21)OC(F)F)COCC[Si](C)(C)C (2-(5-difluoromethoxy-1H-indazol-3-yl)-5-(2-trimethylsilanyl-ethoxymethyl)-5H-pyrrolo[2,3-b]pyrazine-7-carboxylic acid tert-butylamide), BrC1CCN(CC1)C(=O)OC(C)(C)C (tert-butyl 4-bromopiperidine-1-carboxylate), C([O-])([O-])=O.[Cs+].[Cs+] (cesium carbonate), BrC1CCN(CC1)C(=O)OC(C)(C)C (tert-butyl 4-bromopiperidine-1-carboxylate), C([O-])([O-])=O.[Cs+].[Cs+] (cesium carbonate). Solvent: CN(C)C=O (DMF). Reported procedure: A pressure tube was charged with 2-(5-difluoromethoxy-1H-indazol-3-yl)-5-(2-trimethylsilanyl-ethoxymethyl)-5H-pyrrolo[2,3-b]pyrazine-7-carboxylic acid tert-butylamide (180 mg, 0.34 mmol), tert-butyl 4-bromopiperidine-1-carboxylate (179 mg, 0.68 mmol), cesium carbonate (332 mg, 1.02 mmol) and DMF (1.5 ml). The tube was flushed with argon, sealed and stirred at 100° C. in an oil bath overnight. The reaction was cooled to room temperature and additional tert-butyl 4-bromopiperidine-1-carboxylate (1... Product: C(C)(C)(C)OC(=O)N1CCC(CC1)N1N=C(C2=CC(=CC=C12)OC(F)F)C=1N=C2C(=NC1)N(C=C2C(NC(C)(C)C)=O)COCC[Si](C)(C)C (4-{3-[7-tert-butylcarbamoyl-5-(2-trimethylsilanyl-ethoxymethyl)-5H-pyrrolo[2,3-b]pyrazin-2-yl]-5-difluoromethoxy-indazol-1-yl}-piperidine-1-carboxylic acid tert-butyl ester).